This data is from the Open Reaction Database (ORD), a public repository of structured organic reaction records. The task is: describe an organic reaction: reactants, conditions, products, and yield Starting materials: CO, CSC(=C[N+](=O)[O-])SC, CC(N)CNCc1ccc(Cl)nc1. The product is CC1CN(Cc2ccc(Cl)nc2)C(=C[N+](=O)[O-])N1. RXN SMILES: [CH3:23][OH:24].[N+:14](=[O:15])([O-:16])[CH:17]=[C:18]([S:19][CH3:20])[S:21][CH3:22].[NH2:1][CH:2]([CH2:3][NH:4][CH2:5][c:6]1[cH:7][cH:8][c:9]([Cl:12])[n:10][cH:11]1)[CH3:13]>>[NH:1]1[CH:2]([CH3:13])[CH2:3][N:4]([CH2:5][c:6]2[cH:7][cH:8][c:9]([Cl:12])[n:10][cH:11]2)[C:18]1=[CH:17][N+:14](=[O:15])[O-:16]. The reactants are BrC1=CC=C(N=N1)N1[C@@H]2CN([C@H](C1)C2)C(=O)OC(C)(C)C (2-[6-bromo-3-pyridazinyl]-(1S,4S)-5-tert-butoxycarbonyl-2,5-diazabicyclo-[2.2.1]-heptane), S1C=C(C=C1)B(O)O (thiophene-3-boronic acid), C(C)(C)(C)P(C(C)(C)C)C(C)(C)C (tri-tert-butylphosphine), palladacycle, C([O-])([O-])=O.[K+].[K+] (potassium carbonate), C(CCO)O (1,3-propanediol). The reagents and catalysts are C(C)(=O)[O-].[Pd+2].C(C)(=O)[O-] (palladium acetate). The solvent is O1CCOCC1 (dioxane). Conditions: temperature 100 celsius. Product: N (ammonia), S1C=C(C=C1)C1=CC=C(N=N1)N1[C@@H]2CN([C@H](C1)C2)C(=O)OC(C)(C)C (2-[6-(3-Thienyl)-3-pyridazinyl]-(1S,4S)-5-tert-butoxycarbonyl-2,5-diazabicyclo-[2.2.1]-heptane). RXN SMILES: Br[C:2]1[N:7]=[N:6][C:5]([N:8]2[CH2:13][C@@H:12]3[CH2:14][C@H:9]2[CH2:10][N:11]3[C:15]([O:17][C:18]([CH3:21])([CH3:20])[CH3:19])=[O:16])=[CH:4][CH:3]=1.[S:22]1[CH:26]=[CH:25][C:24](B(O)O)=[CH:23]1.C(P(C(C)(C)C)C(C)(C)C)(C)(C)C.C(=O)([O-])[O-].[K+].[K+].C(O)CCO>C([O-])(=O)C.[Pd+2].C([O-])(=O)C.O1CCOCC1>[NH3:6].[S:22]1[CH:26]=[CH:25][C:24]([C:2]2[N:7]=[N:6][C:5]([N:8]3[CH2:13][C@@H:12]4[CH2:14][C@H:9]3[CH2:10][N:11]4[C:15]([O:17][C:18]([CH3:21])([CH3:20])[CH3:19])=[O:16])=[CH:4][CH:3]=2)=[CH:23]1 |f:3.4.5,7.8.9|. Procedure details: A mixture of 2-[6-bromo-3-pyridazinyl]-(1S,4S)-5-tert-butoxycarbonyl-2,5-diazabicyclo-[2.2.1]-heptane (1.65 g, 4.64 mmol), thiophene-3-boronic acid (0.89 g, 6.97 mmol), palladium acetate (42 mg, 0.19 mmol), tri-tert-butylphosphine (38 mg, 0.19 mmol), palladacycle (87 mg, 0.10 mmol), aqueous potassium carbonate (13.9 mmol, 2M), 1,3-propanediol (1.0 ml, 13.9 mmol) and dioxane (50 ml) was stirred at 100° C. for eleven days. The mixture was evaporated, aqueous sodium hydroxide (50 ml, 1 M) was added... The reactants are CCCCc1nnc(SCc2ccc(Cl)cc2)n1Cc1ccc(OC(C(=O)O)c2ccccc2)cc1, CC(=O)O, CCOC(C)=O, Cl, O, OO. Yields the product CCCCc1nnc(S(=O)Cc2ccc(Cl)cc2)n1Cc1ccc(OC(C(=O)O)c2ccccc2)cc1. RXN SMILES: [CH2:1]([CH2:2][CH2:3][CH3:4])[c:5]1[n:6][n:7][c:8]([S:28][CH2:29][c:30]2[cH:31][cH:32][c:33]([Cl:36])[cH:34][cH:35]2)[n:9]1[CH2:10][c:11]1[cH:12][cH:13][c:14]([O:17][CH:18]([c:19]2[cH:20][cH:21][cH:22][cH:23][cH:24]2)[C:25](=[O:26])[OH:27])[cH:15][cH:16]1.[CH3:40][C:41](=[O:42])[OH:43].[CH3:45][CH2:46][O:47][C:48]([CH3:49])=[O:50].[ClH:39].[OH2:44].[OH:37][OH:38]>>[CH2:1]([CH2:2][CH2:3][CH3:4])[c:5]1[n:6][n:7][c:8]([S:28]([CH2:29][c:30]2[cH:31][cH:32][c:33]([Cl:36])[cH:34][cH:35]2)=[O:37])[n:9]1[CH2:10][c:11]1[cH:12][cH:13][c:14]([O:17][CH:18]([c:19]2[cH:20][cH:21][cH:22][cH:23][cH:24]2)[C:25](=[O:26])[OH:27])[cH:15][cH:16]1. The reactants are BrC=1C=C(C#N)C=CC1O (3-Bromo-4-hydroxy-benzonitrile), OS(=O)(=O)O (H2SO4), ice water. Run at temperature 80 celsius. Yields the product BrC=1C=C(C(=O)N)C=CC1O (3-Bromo-4-hydroxy-benzamide). Yield: 83.0%. RXN SMILES: [Br:1][C:2]1[CH:3]=[C:4]([CH:7]=[CH:8][C:9]=1[OH:10])[C:5]#[N:6].[OH:11]S(O)(=O)=O>>[Br:1][C:2]1[CH:3]=[C:4]([CH:7]=[CH:8][C:9]=1[OH:10])[C:5]([NH2:6])=[O:11]. Procedure details: 3-Bromo-4-hydroxy-benzonitrile (495 mg, 2.5 mmol) is dissolved in H2SO4 98%, heat the solution at 80° C. for 1 hour. Cool the mixture at room temperature and pour it into ice-water. Extract the aqueous layer with EtOAc. Dry the organic layer over Na2SO4. Eliminate the solvent to obtain the title compound (450 mg, 83%). 1H-NMR (metanol-d4, 200 MHz): 8.04 (d, 1H, J=2.0 Hz), 7.70 (dd, 1H, J=2.0 and 8.4 Hz), 6.93 (d, 1H, J=8.6 Hz)